This data is from the Open Reaction Database (ORD), a public repository of structured organic reaction records. The task is: describe an organic reaction: reactants, conditions, products, and yield The reactants are O=C([O-])O, CCO, [Na+], N#Cc1cnc2cnc(NCCN3CCOCC3)cc2c1Nc1cccc([N+](=O)[O-])c1, O. Yields the product N#Cc1cnc2cnc(NCCN3CCOCC3)cc2c1Nc1cccc(N)c1. As a reaction SMILES: [C:33](=[O:34])([OH:35])[O-:36].[CH2:38]([OH:39])[CH3:40].[Na+:37].[O:1]1[CH2:2][CH2:3][N:4]([CH2:7][CH2:8][NH:9][c:10]2[cH:11][c:12]3[c:13]([NH:22][c:23]4[cH:24][c:25]([N+:29]([O-:30])=[O:31])[cH:26][cH:27][cH:28]4)[c:14]([C:20]#[N:21])[cH:15][n:16][c:17]3[cH:18][n:19]2)[CH2:5][CH2:6]1.[OH2:32]>>[O:1]1[CH2:2][CH2:3][N:4]([CH2:7][CH2:8][NH:9][c:10]2[cH:11][c:12]3[c:13]([NH:22][c:23]4[cH:24][c:25]([NH2:29])[cH:26][cH:27][cH:28]4)[c:14]([C:20]#[N:21])[cH:15][n:16][c:17]3[cH:18][n:19]2)[CH2:5][CH2:6]1. The reactants are BrC1=CC=C2C=NC(=NN21)NC2=CC=C(C=C2)N2CCN(CC2)C ((7-Bromo-pyrrolo[2,1-f][1,2,4]triazin-2-yl)-[4-(4-methyl-piperazin-1-yl)-phenyl]-amine), [N+](=O)([O-])C=1C=C(CN)C=CC1 (3-nitrobenzylamine), CC1(C2=CC=CC(=C2OC=2C(=CC=CC12)P(C1=CC=CC=C1)C1=CC=CC=C1)P(C1=CC=CC=C1)C1=CC=CC=C1)C (9,9-Dimethyl-4,5-bis(diphenylphosphino)xanthene), C([O-])([O-])=O.[Cs+].[Cs+] (Cesium Carbonate). Reaction conditions: temperature 120 celsius. Yields the product CN1CCN(CC1)C1=CC=C(C=C1)NC1=NN2C(C=N1)=CC=C2NCC2=CC(=CC=C2)[N+](=O)[O-] (N(2)-[4-(4-Methyl-piperazin-1-yl)-phenyl]-N(7)-(3-nitro-benzyl)-pyrrolo[2,1-f][1,2,4]triazine-2,7-diamine), solid. The yield is 32.0%. Reaction SMILES: Br[C:2]1[N:10]2[C:5]([CH:6]=[N:7][C:8]([NH:11][C:12]3[CH:17]=[CH:16][C:15]([N:18]4[CH2:23][CH2:22][N:21]([CH3:24])[CH2:20][CH2:19]4)=[CH:14][CH:13]=3)=[N:9]2)=[CH:4][CH:3]=1.[N+:25]([C:28]1[CH:29]=[C:30]([CH:33]=[CH:34][CH:35]=1)[CH2:31][NH2:32])([O-:27])=[O:26].CC1(C)C2C=CC=C(P(C3C=CC=CC=3)C3C=CC=CC=3)C=2OC2C1=CC=CC=2P(C1C=CC=CC=1)C1C=CC=CC=1.C(=O)([O-])[O-].[Cs+].[Cs+]>>[CH3:24][N:21]1[CH2:22][CH2:23][N:18]([C:15]2[CH:16]=[CH:17][C:12]([NH:11][C:8]3[N:7]=[CH:6][C:5]4=[CH:4][CH:3]=[C:2]([NH:32][CH2:31][C:30]5[CH:33]=[CH:34][CH:35]=[C:28]([N+:25]([O-:27])=[O:26])[CH:29]=5)[N:10]4[N:9]=3)=[CH:13][CH:14]=2)[CH2:19][CH2:20]1 |f:3.4.5|. Procedure details: Into a 8-dram vial, (7-Bromo-pyrrolo[2,1-f][1,2,4]triazin-2-yl)-[4-(4-methyl-piperazin-1-yl)-phenyl]-amine (66.6 mg, 0.000172 mol), 3-nitrobenzylamine (31.42 mg, 0.0002065 mol) Palladium Acetate (4.00 mg, 0.0000178 mol), 9,9-Dimethyl-4,5-bis(diphenylphosphino)xanthene (30.0 mg, 0.0518 mmol), and Cesium Carbonate (240.0 mg, 0.7366 mmol) were added. The mixture was purged with nitrogen for 15 minutes. 1,4-Dioxane (2.00 mL) was added. The reaction vessel was sealed and heated at 120° C. for 2 hours... Starting materials: [Na+].[Na+].[Na+].NC=1C=C(C=C2C=C(C=C(C12)S(=O)(=O)[O-])S(=O)(=O)[O-])S(=O)(=O)[O-] (8-amino-1,3,6-naphthalenetrisulfonic acid trisodium salt), [OH-].[Na+] (sodium hydroxide), [N+](=O)([O-])C1=CC=C(C(=O)Cl)C=C1 (p-nitrobenzoyl chloride), Cl (hydrochloric acid). Run in O (water), C(C)OCC (diethyl ether), O (water). Conditions: time 15 minute. Yields the product [Na+].[Na+].[Na+].[N+](=O)([O-])C1=CC=C(C(=O)NC=2C=C(C=C3C=C(C=C(C23)S(=O)(=O)[O-])S(=O)(=O)[O-])S(=O)(=O)[O-])C=C1 (8-(p-nitrobenzamido)-1,3,6-naphthalenetrisulfonic acid trisodium salt). The yield is 238.6%. RXN SMILES: [Na+:1].[Na+].[Na+].[NH2:4][C:5]1[CH:6]=[C:7]([S:23]([O-:26])(=[O:25])=[O:24])[CH:8]=[C:9]2[C:14]=1[C:13]([S:15]([O-:18])(=[O:17])=[O:16])=[CH:12][C:11]([S:19]([O-:22])(=[O:21])=[O:20])=[CH:10]2.[OH-].[Na+].[N+:29]([C:32]1[CH:40]=[CH:39][C:35]([C:36](Cl)=[O:37])=[CH:34][CH:33]=1)([O-:31])=[O:30].Cl>O.C(OCC)C>[Na+:1].[Na+:1].[Na+:1].[N+:29]([C:32]1[CH:33]=[CH:34][C:35]([C:36]([NH:4][C:5]2[CH:6]=[C:7]([S:23]([O-:26])(=[O:25])=[O:24])[CH:8]=[C:9]3[C:14]=2[C:13]([S:15]([O-:18])(=[O:17])=[O:16])=[CH:12][C:11]([S:19]([O-:22])(=[O:20])=[O:21])=[CH:10]3)=[O:37])=[CH:39][CH:40]=1)([O-:31])=[O:30] |f:0.1.2.3,4.5,10.11.12.13|. Procedure: To a solution of 27.0 g of 8-amino-1,3,6-naphthalenetrisulfonic acid trisodium salt in 100 ml of water and 60 ml of N sodium hydroxide is added 22.5 g of p-nitrobenzoyl chloride and 30 ml of diethyl ether. The reaction mixture is shaken in a separatory funnel for about 15 minutes, and another 60 ml portion of base is added. After shaking for 15 minutes the procedure is repeated with two additional 60 ml portions of base. The reaction mixture is acidified with 7.5 ml of concentrated hydrochloric ... Starting materials: COC(C(COC1=CC=C(C=C1)Br)NC(C1=CC=CC=C1)(C1=CC=CC=C1)C1=CC=CC=C1)=O (3-(4-Bromophenoxy)-2-(tritylamino)-propionic acid methyl ester), COC(C(COC1=CC=C(C=C1)Br)NC(C1=CC=CC=C1)(C1=CC=CC=C1)C1=CC=CC=C1)=O (3-(4-Bromophenoxy)-2-(tritylamino)-propionic acid methyl ester), C(Cl)Cl (CH2Cl2). The solvent is C(=O)(C(F)(F)F)O (TFA). Conditions: time 4 hour. The product is COC(C(COC1=CC=C(C=C1)Br)N)=O (2-Amino-3-(4-bromophenoxy)-propionic acid methyl ester). Yield: 91.0%. RXN SMILES: [CH3:1][O:2][C:3](=[O:34])[CH:4]([NH:14]C(C1C=CC=CC=1)(C1C=CC=CC=1)C1C=CC=CC=1)[CH2:5][O:6][C:7]1[CH:12]=[CH:11][C:10]([Br:13])=[CH:9][CH:8]=1.C(Cl)Cl>C(O)(C(F)(F)F)=O>[CH3:1][O:2][C:3](=[O:34])[CH:4]([NH2:14])[CH2:5][O:6][C:7]1[CH:12]=[CH:11][C:10]([Br:13])=[CH:9][CH:8]=1. Reported procedure: The compound obtained in step b above (22b) (2.21 g, 4.10 mmol) was stirred in TFA (8 mL) and CH2Cl2 (10 mL) at 0° C.→rt for 1 h, the solvent was removed under vacuum. MeOH (10 mL) was added and then NaHCO3 (344 mg, 4.10), the mixture was stirred at room temperature for 4 h and then concentrated. The residue was dissolved in CH2Cl2 and washed with brine, dried and concentrated to give crude title compound (1.07 g, 91%). The reactants are FC=1C=C(C=CC1)C1=C2C(=C3C(CCCN13)O)N(C(N(C2=O)C)=O)C (5-(3-fluorophenyl)-10-hydroxy-1,3-dimethyl-7,8,9,10-tetrahydropyrimido[4,5-a]indolizine-2,4(1H,3H)-dione), FC=1C=C(C=CC1)C1=C2C(=C3C(CCCN13)=O)N(C(N(C2=O)C)=O)C (5-(3-fluorophenyl)-1,3-dimethyl-8,9-dihydropyrimido[4,5-a]indolizine-2,4,10(1H,3H,7H)-trione), FC=1C=C(C=CC1)C1=C2C(=C3C(CC(CN13)C)=O)N(C(N(C2=O)C)=O)C (5-(3-fluorophenyl)-1,3,8-trimethyl-8,9-dihydropyrimido[4,5-a]indolizine-2,4,10(1H,3H,7H)-trione). The product is FC=1C=C(C=CC1)C1=C2C(=C3C(CC(CN13)C)O)N(C(N(C2=O)C)=O)C (5-(3-Fluorophenyl)-10-hydroxy-1,3,8-trimethyl-7,8,9,10-tetrahydropyrimido[4,5-a]indolizine-2,4(1H,3H)-dione). RXN SMILES: FC1C=C(C2N3C(C(O)CCC3)=C3N(C)C(=O)N(C)C(=O)C=23)C=CC=1.FC1C=C(C2N3C(C(=O)CCC3)=C3N(C)C(=O)N(C)C(=O)C=23)C=CC=1.[F:51][C:52]1[CH:53]=[C:54]([C:58]2[N:66]3[C:61]([C:62](=[O:68])[CH2:63][CH:64]([CH3:67])[CH2:65]3)=[C:60]3[N:69]([CH3:76])[C:70](=[O:75])[N:71]([CH3:74])[C:72](=[O:73])[C:59]=23)[CH:55]=[CH:56][CH:57]=1>>[F:51][C:52]1[CH:53]=[C:54]([C:58]2[N:66]3[C:61]([CH:62]([OH:68])[CH2:63][CH:64]([CH3:67])[CH2:65]3)=[C:60]3[N:69]([CH3:76])[C:70](=[O:75])[N:71]([CH3:74])[C:72](=[O:73])[C:59]=23)[CH:55]=[CH:56][CH:57]=1. Procedure: The title compound was prepared analogously to Intermediate L using by replacing 5-(3-fluorophenyl)-1,3-dimethyl-8,9-dihydropyrimido[4,5-a]indolizine-2,4,10(1H,3H,7H)-trione in (step 2) with 5-(3-fluorophenyl)-1,3,8-trimethyl-8,9-dihydropyrimido[4,5-a]indolizine-2,4,10(1H,3H,7H)-trione. Reactants: C(C)OC(C=[N+]=[N-])OCC (2,2-diethoxy-1-diazoethane), C(C)OC(CNC(=O)N)OCC (N-2,2-diethoxyethyl urea), ClCC([C@]1([C@@H](C[C@H]2[C@@H]3CCC4=CC(C=C[C@]4(C)[C@H]3[C@H](C[C@]12C)O)=O)O)O)=O (21-Chloro-11β,16α,17-trihydroxypregna-1,4-diene-3,20-dione). Run in ether-pentane, CO (methanol). Reaction conditions: temperature 0 celsius. Yields the product ClCC([C@]1([C@@H](C[C@H]2[C@@H]3CCC4=CC(C=C[C@]4(C)[C@H]3[C@H](C[C@]12C)O)=O)OCC(OCC)OCC)O)=O (21-Chloro-16α-(2,2-diethoxyethoxy)-11β,17-dihydroxypregna-1,4-diene-3,20-dione). As a reaction SMILES: [CH2:1]([O:3][CH:4]([O:8][CH2:9][CH3:10])[CH:5]=[N+]=[N-])[CH3:2].C(OC(OCC)CNC(N)=O)C.[Cl:23][CH2:24][C:25](=[O:49])[C@:26]1([OH:48])[C@:43]2([CH3:44])[C@H:29]([C@H:30]3[C@H:40]([C@@H:41]([OH:45])[CH2:42]2)[C@:38]2([CH3:39])[C:33](=[CH:34][C:35](=[O:46])[CH:36]=[CH:37]2)[CH2:32][CH2:31]3)[CH2:28][C@H:27]1[OH:47]>CO>[Cl:23][CH2:24][C:25](=[O:49])[C@:26]1([OH:48])[C@:43]2([CH3:44])[C@H:29]([C@H:30]3[C@H:40]([C@@H:41]([OH:45])[CH2:42]2)[C@:38]2([CH3:39])[C:33](=[CH:34][C:35](=[O:46])[CH:36]=[CH:37]2)[CH2:32][CH2:31]3)[CH2:28][C@H:27]1[O:47][CH2:5][CH:4]([O:8][CH2:9][CH3:10])[O:3][CH2:1][CH3:2]. Reported procedure: A solution of 2,2-diethoxy-1-diazoethane (prepared from 0.0935 mole of N-2,2-diethoxyethyl urea by the method of W. Kirmse and M. Buschhoff, Chem. Ber., 100, 1491 (1967)) in 300 ml of 3:2 ether-pentane is diluted with 100 ml of methanol and cooled to 0°C. 21-Chloro-11β,16α,17-trihydroxypregna-1,4-diene-3,20-dione, 16,17-cycloborate is added in portions until nitrogen evolution ceases. The solvent is removed in vacuo to yield the title compound. Starting materials: CC(C)(C)OC(=O)NCC(=O)N1CCCC1C(=O)OCc1ccccc1, Cl, C1COCCO1. The product is NCC(=O)N1CCCC1C(=O)OCc1ccccc1, Cl. RXN SMILES: [CH2:1]([c:2]1[cH:3][cH:4][cH:5][cH:6][cH:7]1)[O:8][C:9]([CH:10]1[N:11]([C:15]([CH2:16][NH:17][C:18]([O:19][C:20]([CH3:21])([CH3:22])[CH3:23])=[O:24])=[O:25])[CH2:12][CH2:13][CH2:14]1)=[O:26].[ClH:33].[O:27]1[CH2:28][CH2:29][O:30][CH2:31][CH2:32]1>>[CH2:1]([c:2]1[cH:3][cH:4][cH:5][cH:6][cH:7]1)[O:8][C:9]([CH:10]1[N:11]([C:15]([CH2:16][NH2:17])=[O:25])[CH2:12][CH2:13][CH2:14]1)=[O:26].[ClH:33]. Reactants: [NH4+].[OH-] (NH4OH), N (NH3), N[C@@H](CC(=O)O)C(=O)O (L-aspartic acid). Run in O (water). The product is N[C@@H](CC(=O)[O-])C(=O)[O-].[NH4+].[NH4+] (ammonium aspartate). RXN SMILES: [NH4+:1].[OH-].N.[NH2:4][C@H:5]([C:10]([OH:12])=[O:11])[CH2:6][C:7]([OH:9])=[O:8]>O>[NH2:4][C@H:5]([C:10]([O-:12])=[O:11])[CH2:6][C:7]([O-:9])=[O:8].[NH4+:1].[NH4+:4] |f:0.1,5.6.7|. Reported procedure: 300 g NH4OH, containing 23.14% by weight of NH3, and 800 g of water were introduced into a 2 1 round-bottomed flask equipped with a magnetic stirrer. 543 g of L-aspartic acid were then added progressively such as to maintain the temperature of the mixture below 50° C. After cooling, a homogeneous 37.27% w/w ammonium aspartate aqueous solution was obtained. Starting materials: C(C)OP(OCC)(=O)C=1C(NC2=CC(=C(C=C2C1)N1C=CC=C1)C(F)(F)F)=O ([2-Oxo-6-(1H-pyrrol-1-yl)-7-trifluoromethyl-1,2-dihydro-3-quinolyl]phosphonic acid diethyl ester), Br[Si](C)(C)C (bromotrimethylsilane). The solvent is C(C)#N (acetonitrile), C(C)#N (acetonitrile). Run at time 30 minute. The product is O=C1NC2=CC(=C(C=C2C=C1P(O)(O)=O)N1C=CC=C1)C(F)(F)F ([2-Oxo-6-(1H-pyrrol-1-yl)-7-trifluoromethyl-1,2-dihydro-3-quinolyl]phosphonic acid). Reaction SMILES: C([O:3][P:4]([C:9]1[C:10](=[O:28])[NH:11][C:12]2[C:17]([CH:18]=1)=[CH:16][C:15]([N:19]1[CH:23]=[CH:22][CH:21]=[CH:20]1)=[C:14]([C:24]([F:27])([F:26])[F:25])[CH:13]=2)(=[O:8])[O:5]CC)C.Br[Si](C)(C)C>C(#N)C>[O:28]=[C:10]1[C:9]([P:4](=[O:3])([OH:8])[OH:5])=[CH:18][C:17]2[C:12](=[CH:13][C:14]([C:24]([F:27])([F:26])[F:25])=[C:15]([N:19]3[CH:20]=[CH:21][CH:22]=[CH:23]3)[CH:16]=2)[NH:11]1. Procedure details: A suspension in acetonitrile of 235 mg (0.567 mmol) of the compound obtained in Example 29 and 0.75 ml (5.67 mmol) of bromotrimethylsilane is heated for 1 hour 30 minutes at reflux of the acetonitrile (3 ml). Evaporation to dryness is carried out, the residue is taken up in methanol, and the solution is stirred for 30 minutes and then evaporated to dryness again. The residue is triturated in acetonitrile and the precipitate corresponding to the title product is filtered off. Starting materials: COc1c(-n2cccc2)cc(C(O)CS(C)(=O)=O)cc1-n1cccc1, CS(C)=O, N#CCCNc1ccccc1. Yields the product COc1c(-n2cccc2)cc(CC(C#N)=CNc2ccccc2)cc1-n1cccc1. Reaction SMILES: [CH3:1][O:2][c:3]1[c:4](-[n:21]2[cH:22][cH:23][cH:24][cH:25]2)[cH:5][c:6]([CH:7]([OH:8])[CH2:9][S:10]([CH3:11])(=[O:12])=[O:13])[cH:14][c:15]1-[n:16]1[cH:17][cH:18][cH:19][cH:20]1.[CH3:37][S:38]([CH3:39])=[O:40].[NH:26]([c:27]1[cH:28][cH:29][cH:30][cH:31][cH:32]1)[CH2:33][CH2:34][C:35]#[N:36]>>[CH3:1][O:2][c:3]1[c:4](-[n:21]2[cH:22][cH:23][cH:24][cH:25]2)[cH:5][c:6]([CH2:7][C:34](=[CH:33][NH:26][c:27]2[cH:28][cH:29][cH:30][cH:31][cH:32]2)[C:35]#[N:36])[cH:14][c:15]1-[n:16]1[cH:17][cH:18][cH:19][cH:20]1.